This data is from the Open Reaction Database (ORD), a public repository of structured organic reaction records. The task is: describe an organic reaction: reactants, conditions, products, and yield The reactants are C(C)(C)(C)OC(NC=1OCC[C@@](N1)(C)C1=C(C=CC(=C1)N)F)=O ([(S)-4-(5-amino-2-fluoro-phenyl)-4-methyl-5,6-dihydro-4H-[1,3]oxazin-2-yl]-carbamic acid tert-butyl ester), F1, ClC=1C(=NC=C(C1)Cl)C(=O)O (3,5-dichloro-pyridine-2-carboxylic acid). Product: NC=1OCC[C@@](N1)(C)C=1C=C(C=CC1F)NC(=O)C1=NC=C(C=C1Cl)Cl (3,5-Dichloro-pyridine-2-carboxylic acid [3-((S)-2-amino-4-methyl-5,6-dihydro-4H-[1,3]oxazin-4-yl)-4-fluoro-phenyl]-amide). As a reaction SMILES: C(OC(=O)[NH:7][C:8]1[O:9][CH2:10][CH2:11][C@:12]([C:15]2[CH:20]=[C:19]([NH2:21])[CH:18]=[CH:17][C:16]=2[F:22])([CH3:14])[N:13]=1)(C)(C)C.[Cl:24][C:25]1[C:26]([C:32](O)=[O:33])=[N:27][CH:28]=[C:29]([Cl:31])[CH:30]=1>>[NH2:7][C:8]1[O:9][CH2:10][CH2:11][C@:12]([C:15]2[CH:20]=[C:19]([NH:21][C:32]([C:26]3[C:25]([Cl:24])=[CH:30][C:29]([Cl:31])=[CH:28][N:27]=3)=[O:33])[CH:18]=[CH:17][C:16]=2[F:22])([CH3:14])[N:13]=1. Reported procedure: The coupling of [(S)-4-(5-amino-2-fluoro-phenyl)-4-methyl-5,6-dihydro-4H-[1,3]oxazin-2-yl]-carbamic acid tert-butyl ester from experiment F1 (R3=Me) and 3,5-dichloro-pyridine-2-carboxylic acid followed by deprotection using procedure H yielded the title compound. Starting materials: FC(C=1C=C(C(=O)N)C=C(C1)C(F)(F)F)(F)F (3,5-Bis(trifluoromethyl)benzamide), ClC(=O)SCl (chlorocarbonylsulfenyl chloride), crude product. The solvent is CCCCCC (hexane), C1(=CC=CC=C1)C (toluene), CO (methanol). Reaction conditions: time 12 hour. Yields the product FC(C=1C=C(C=C(C1)C(F)(F)F)C1=NSC(O1)=O)(F)F (5-(α,α,α,α',α',α'-Hexafluoro-3,5-Xylyl)-1,3,4-Oxathiazol-2-One). Isolated yield 29.7%. Reaction SMILES: [F:1][C:2]([F:17])([F:16])[C:3]1[CH:4]=[C:5]([CH:9]=[C:10]([C:12]([F:15])([F:14])[F:13])[CH:11]=1)[C:6]([NH2:8])=[O:7].Cl[C:19]([S:21]Cl)=[O:20]>C1(C)C=CC=CC=1.CCCCCC.CO>[F:1][C:2]([F:16])([F:17])[C:3]1[CH:4]=[C:5]([C:6]2[O:7][C:19](=[O:20])[S:21][N:8]=2)[CH:9]=[C:10]([C:12]([F:15])([F:13])[F:14])[CH:11]=1. Procedure details: 3,5-Bis(trifluoromethyl)benzamide (60.5 g, 0.235 mol) and five equivalents of chlorocarbonylsulfenyl chloride (154 g, 1.175 mol) were heated in 600 ml of toluene at reflux, with stirring, for 12 hours. The crude product, a dark brown oil, weighed 77.5 g. After decolorization in hexane, the material was taken up in methanol and recrystallized three times to give 22.0 g (0.0699 mol, 29.75%) of pale gold solid, m.p. 61°-62.5°. Reactants: CC(=O)Nc1nc(C)c(-c2ccc(S(=O)(=O)Cl)s2)s1, CN(C)CCCN, CCN(C(C)C)C(C)C, ClCCl, O. The product is CC(=O)Nc1nc(C)c(-c2ccc(S(=O)(=O)NCCCN(C)C)s2)s1. RXN SMILES: [C:1]([CH3:2])(=[O:3])[NH:4][c:5]1[s:6][c:7](-[c:11]2[cH:12][cH:13][c:14]([S:16](=[O:17])(=[O:18])[Cl:19])[s:15]2)[c:8]([CH3:10])[n:9]1.[CH3:20][N:21]([CH2:22][CH2:23][CH2:24][NH2:25])[CH3:26].[CH:27]([N:28]([CH2:29][CH3:30])[CH:31]([CH3:32])[CH3:33])([CH3:34])[CH3:35].[Cl:37][CH2:38][Cl:39].[OH2:36]>>[C:1]([CH3:2])(=[O:3])[NH:4][c:5]1[s:6][c:7](-[c:11]2[cH:12][cH:13][c:14]([S:16](=[O:17])(=[O:18])[NH:25][CH2:24][CH2:23][CH2:22][N:21]([CH3:20])[CH3:26])[s:15]2)[c:8]([CH3:10])[n:9]1. Starting materials: C=1C=CC2=C(C1)N=NN2O (HOBt), C(C)OC(=O)C1=C(C2=C([C@@H]3CCCN3C2=O)N=C1CCC1=CC=C(C=C1)F)C1=CC(=CO1)C(=O)O (5-{(9aS)-3-(ethoxycarbonyl)-2-[2-(4-fluorophenyl)ethyl]-5-oxo-7,8,9,9a-tetrahydro-5H-pyrido[2,3-a]pyrrolizin-4-yl}-3-furoic acid), NC1CCC2=CC=CC=C12 (1-aminoindane), CCN=C=NCCCN(C)C (EDCI), Cl (HCl). Solvent: C(Cl)Cl (CH2Cl2). Conditions: time 14 hour. Yields the product C1(CCC2=CC=CC=C12)NC(=O)C=1C=C(OC1)C1=C(C(=NC2=C1C(N1CCC[C@@H]21)=O)CCC2=CC=C(C=C2)F)C(=O)OCC (Ethyl(9aS)-4-{4-[(2,3-dihydro-1H-inden-1-ylamino)carbonyl]-2-furyl}-2-[2-(4-fluorophenyl)ethyl]-5-oxo-7,8,9,9a-tetrahydro-5H-pyrido[2,3-a]pyrrolizine-3-carboxylate). RXN SMILES: [CH2:1]([O:3][C:4]([C:6]1[C:18]([CH2:19][CH2:20][C:21]2[CH:26]=[CH:25][C:24]([F:27])=[CH:23][CH:22]=2)=[N:17][C:9]2[C@H:10]3[N:14]([C:15](=[O:16])[C:8]=2[C:7]=1[C:28]1[O:32][CH:31]=[C:30]([C:33]([OH:35])=O)[CH:29]=1)[CH2:13][CH2:12][CH2:11]3)=[O:5])[CH3:2].[NH2:36][CH:37]1[C:45]2[C:40](=[CH:41][CH:42]=[CH:43][CH:44]=2)[CH2:39][CH2:38]1.CCN=C=NCCCN(C)C.C1C=CC2N(O)N=NC=2C=1.Cl>C(Cl)Cl>[CH:37]1([NH:36][C:33]([C:30]2[CH:29]=[C:28]([C:7]3[C:8]4[C:15](=[O:16])[N:14]5[C@H:10]([C:9]=4[N:17]=[C:18]([CH2:19][CH2:20][C:21]4[CH:26]=[CH:25][C:24]([F:27])=[CH:23][CH:22]=4)[C:6]=3[C:4]([O:3][CH2:1][CH3:2])=[O:5])[CH2:11][CH2:12][CH2:13]5)[O:32][CH:31]=2)=[O:35])[C:45]2[C:40](=[CH:41][CH:42]=[CH:43][CH:44]=2)[CH2:39][CH2:38]1. Procedure: 5-{(9aS)-3-(ethoxycarbonyl)-2-[2-(4-fluorophenyl)ethyl]-5-oxo-7,8,9,9a-tetrahydro-5H-pyrido[2,3-a]pyrrolizin-4-yl}-3-furoic acid (0.100 g, 0.209 mmol) was dissolved in CH2Cl2. 1-aminoindane (0.037 mL, 0.313 mmol) was added followed by EDCI (0. 048 g, 0.251 mmol) and HOBt (0.034 g, 0.251 mmol). After 14 h of stirring at ambient temperature the reaction mixture was poured onto 5% HCl solution and extracted with CH2Cl2. The organics were washed with sat'd NaHCO3, brine and then dried (Na2SO4), filt... The reactants are CC#N, O=C(Nc1ccc(Cl)c(C(F)(F)F)c1)C(Cl)(Cl)Cl, C1CCC2=NCCCN2CC1, Nc1ccc(O)cc1, CN(C)C=O. Yields the product O=C(Nc1ccc(O)cc1)Nc1ccc(Cl)c(C(F)(F)F)c1. RXN SMILES: [CH3:43][C:44]#[N:45].[Cl:1][C:2]([C:3](=[O:4])[NH:5][c:6]1[cH:7][c:8]([C:13]([F:14])([F:15])[F:16])[c:9]([Cl:12])[cH:10][cH:11]1)([Cl:17])[Cl:18].[N:19]12[CH2:20][CH2:21][CH2:22][N:23]=[C:24]1[CH2:25][CH2:26][CH2:27][CH2:28][CH2:29]2.[NH2:30][c:31]1[cH:32][cH:33][c:34]([OH:37])[cH:35][cH:36]1.[O:38]=[CH:39][N:40]([CH3:41])[CH3:42]>>[C:3](=[O:4])([NH:5][c:6]1[cH:7][c:8]([C:13]([F:14])([F:15])[F:16])[c:9]([Cl:12])[cH:10][cH:11]1)[NH:30][c:31]1[cH:32][cH:33][c:34]([OH:37])[cH:35][cH:36]1.